describe an organic reaction: reactants, conditions, products, and yield From a dataset of the Open Reaction Database (ORD), a public repository of structured organic reaction records. Reactants: O=C1CC2CCC(C1)N2C(=O)OC(C)(C)C (tert-butyl 3-oxo-8-azabicyclo[3.2.1]octane-8-carboxylate), CC(C)([O-])C.[K+] (Potassium tert-butoxide). Reagents/catalysts: [Br-].C[P+](C1=CC=CC=C1)(C1=CC=CC=C1)C1=CC=CC=C1 (methyltriphenylphosphonium bromide). Solvent: O1CCCC1 (tetrahydrofuran), O1CCCC1 (tetrahydrofuran), CCCCCC (hexane). Conditions: time 1 hour. The product is C=C1CC2CCC(C1)N2C(=O)OC(C)(C)C (tert-butyl 3-methylene-8-azabicyclo[3.2.1]octane-8-carboxylate). Yield: 91.6%. Reaction SMILES: [CH3:1]C(C)([O-])C.[K+].O=[C:8]1[CH2:14][CH:13]2[N:15]([C:16]([O:18][C:19]([CH3:22])([CH3:21])[CH3:20])=[O:17])[CH:10]([CH2:11][CH2:12]2)[CH2:9]1>[Br-].C[P+](C1C=CC=CC=1)(C1C=CC=CC=1)C1C=CC=CC=1.O1CCCC1.CCCCCC>[CH2:1]=[C:8]1[CH2:14][CH:13]2[N:15]([C:16]([O:18][C:19]([CH3:22])([CH3:21])[CH3:20])=[O:17])[CH:10]([CH2:11][CH2:12]2)[CH2:9]1 |f:0.1,3.4|. Procedure details: Potassium tert-butoxide (0.62 g, 5.5 mmol) was added to a suspension of methyltriphenylphosphonium bromide (1.98 g, 5.5 mmol) in tetrahydrofuran (20 mL) and the resulting mixture was stirred at room temperature for one hour. A solution of tert-butyl 3-oxo-8-azabicyclo[3.2.1]octane-8-carboxylate (0.50 g, 2.2 mmol) in tetrahydrofuran (5 mL) was then added and the resulting mixture was stirred at 35° C. for two hours. The mixture was cooled, diluted with hexane (100 mL), filtered, and the filtrate ... The reactants are [H-], CCOC(=O)c1ccc([N+](=O)[O-])c(CBr)c1, [Na+], C1CCOC1, O=Cc1ccc[nH]1. Product: CCOC(=O)c1ccc([N+](=O)[O-])c(Cn2cccc2C=O)c1. As a reaction SMILES: [H-:1].[N+:10](=[O:11])([O-:12])[c:13]1[c:14]([CH2:24][Br:25])[cH:15][c:16]([C:17](=[O:18])[O:19][CH2:20][CH3:21])[cH:22][cH:23]1.[Na+:2].[O:26]1[CH2:27][CH2:28][CH2:29][CH2:30]1.[nH:3]1[c:4]([CH:8]=[O:9])[cH:5][cH:6][cH:7]1>>[n:3]1([CH2:24][c:14]2[c:13]([N+:10](=[O:11])[O-:12])[cH:23][cH:22][c:16]([C:17](=[O:18])[O:19][CH2:20][CH3:21])[cH:15]2)[c:4]([CH:8]=[O:9])[cH:5][cH:6][cH:7]1. The reactants are CCCCCCCCCC(O)Cc1ccc(OCc2ccccc2)c(OCc2ccccc2)c1, ClCCl, O=[Cr](=O)(O)O, c1ccncc1. The product is CCCCCCCCCC(=O)Cc1ccc(OCc2ccccc2)c(OCc2ccccc2)c1. As a reaction SMILES: [CH2:12]([c:13]1[cH:14][cH:15][cH:16][cH:17][cH:18]1)[O:19][c:20]1[cH:21][c:22]([CH2:34][CH:35]([CH2:36][CH2:37][CH2:38][CH2:39][CH2:40][CH2:41][CH2:42][CH2:43][CH3:44])[OH:45])[cH:23][cH:24][c:25]1[O:26][CH2:27][c:28]1[cH:29][cH:30][cH:31][cH:32][cH:33]1.[CH2:46]([Cl:47])[Cl:48].[Cr:7]([OH:8])([OH:9])(=[O:10])=[O:11].[cH:1]1[cH:2][cH:3][n:4][cH:5][cH:6]1>>[CH2:12]([c:13]1[cH:14][cH:15][cH:16][cH:17][cH:18]1)[O:19][c:20]1[cH:21][c:22]([CH2:34][C:35]([CH2:36][CH2:37][CH2:38][CH2:39][CH2:40][CH2:41][CH2:42][CH2:43][CH3:44])=[O:45])[cH:23][cH:24][c:25]1[O:26][CH2:27][c:28]1[cH:29][cH:30][cH:31][cH:32][cH:33]1. Reactants: ClCCCl, ClCCl, NC1CCc2cc(CN3CCCCC3)ccc2C1, On1nnc2ccccc21, O=C(O)CC(NS(=O)(=O)c1ccc2ccccc2c1)c1ccccc1. The product is O=C(CC(NS(=O)(=O)c1ccc2ccccc2c1)c1ccccc1)NC1CCc2cc(CN3CCCCC3)ccc2C1. As a reaction SMILES: [CH2:54]([Cl:55])[CH2:56][Cl:57].[Cl:58][CH2:59][Cl:60].[N:1]1([CH2:7][c:8]2[cH:9][c:10]3[c:15]([cH:16][cH:17]2)[CH2:14][CH:13]([NH2:18])[CH2:12][CH2:11]3)[CH2:2][CH2:3][CH2:4][CH2:5][CH2:6]1.[OH:44][n:45]1[c:46]2[c:47]([cH:48][cH:49][cH:50][cH:51]2)[n:52][n:53]1.[cH:19]1[c:20]([S:29](=[O:30])(=[O:31])[NH:32][CH:33]([CH2:34][C:35](=[O:36])[OH:37])[c:38]2[cH:39][cH:40][cH:41][cH:42][cH:43]2)[cH:21][cH:22][c:23]2[cH:24][cH:25][cH:26][cH:27][c:28]12>>[N:1]1([CH2:7][c:8]2[cH:9][c:10]3[c:15]([cH:16][cH:17]2)[CH2:14][CH:13]([NH:18][C:35]([CH2:34][CH:33]([NH:32][S:29]([c:20]2[cH:19][c:28]4[c:23]([cH:22][cH:21]2)[cH:24][cH:25][cH:26][cH:27]4)(=[O:30])=[O:31])[c:38]2[cH:39][cH:40][cH:41][cH:42][cH:43]2)=[O:36])[CH2:12][CH2:11]3)[CH2:2][CH2:3][CH2:4][CH2:5][CH2:6]1. Reactants: C1COCCN1, C1CCOC1, O=C(O)c1ccc(C(=O)O)nc1. Product: O=C(O)c1ccc(C(=O)N2CCOCC2)nc1. RXN SMILES: [CH2:13]1[CH2:14][O:15][CH2:16][CH2:17][NH:18]1.[O:19]1[CH2:20][CH2:21][CH2:22][CH2:23]1.[n:1]1[c:2]([C:10](=[O:11])[OH:12])[cH:3][cH:4][c:5]([C:7](=[O:8])[OH:9])[cH:6]1>>[n:1]1[c:2]([C:10](=[O:12])[N:18]2[CH2:13][CH2:14][O:15][CH2:16][CH2:17]2)[cH:3][cH:4][c:5]([C:7](=[O:8])[OH:9])[cH:6]1. Starting materials: C1(=CC=CC=C1)O.O (phenol water), layer ( C ), ethylene-vinyl acetate copolymer, C(C)(=O)OC=C (vinyl acetate). Product: C(C)(=O)OC=C (vinyl acetate), CCC(C)OC(=O)C (poly vinyl acetate resin). Reaction SMILES: [C:1]([O:4][CH:5]=[CH2:6])(=[O:3])[CH3:2].[C:7]1([OH:13])[CH:12]=[CH:11]C=C[CH:8]=1.O>>[C:1]([O:4][CH:5]=[CH2:6])(=[O:3])[CH3:2].[CH3:11][CH2:12][CH:7]([O:13][C:1]([CH3:2])=[O:3])[CH3:8] |f:1.2|. Reported procedure: Using for layer (C) this adhesive composition, and as layer (A) saponified ethylene-vinyl acetate copolymer resin containing 56 mol % of vinyl acetate component, and having [η]=0.96 (in the mixture of phenol/water=85/15, at 30° C., dl/g), which was obtained by saponifying 99.5 mol % of vinyl acetate and as layer (B) poly vinyl acetate resin plasticized with 35 wt % of dioctylphthalate, co-extrusion was carried out at a die temperature of 200° C. to obtain a fine laminated article having five lay... Run in CN(C)C=O (DMF), O (water). RXN SMILES: [N+:1]([C:4]1[CH:5]=[C:6]2[C:10](=[CH:11][CH:12]=1)[NH:9][N:8]=[CH:7]2)([O-:3])=[O:2].Cl.[N:14]1[CH:19]=[CH:18][CH:17]=[CH:16][C:15]=1[CH2:20]Cl.C(=O)([O-])[O-].[K+].[K+]>CN(C=O)C.O>[N+:1]([C:4]1[CH:5]=[C:6]2[C:10](=[CH:11][CH:12]=1)[N:9]([CH2:20][C:15]1[CH:16]=[CH:17][CH:18]=[CH:19][N:14]=1)[N:8]=[CH:7]2)([O-:3])=[O:2] |f:1.2,3.4.5|. The product is [N+](=O)([O-])C=1C=C2C=NN(C2=CC1)CC1=NC=CC=C1 (5-nitro-1-(pyridin-2-ylmethyl)-1H-indazole). Procedure details: A mixture of 5-nitroindazole (40.75 g, 250 mmol), picolyl chloride hydrochloride (45.1 g, 275 mmol) and potassium carbonate (72.4 g, 525 mmol) in DMF (400 ml) was heated at 75° C. for 3 hours. Additional picolyl chloride hydrochloride (4.1 g, 25 mmol) and potassium carbonate (3.45 g, 25 mmol) were added and the mixture was heated at 75° C. for 2 additional hours. After cooling, the mixture was diluted with water (800 ml). The precipitate was filtered, washed with water and dried. The resulting s... The yield is 54.3%. The reactants are [N+](=O)([O-])C=1C=C2C=NNC2=CC1 (5-nitroindazole), Cl.N1=C(C=CC=C1)CCl (picolyl chloride hydrochloride), C([O-])([O-])=O.[K+].[K+] (potassium carbonate), Cl.N1=C(C=CC=C1)CCl (picolyl chloride hydrochloride), C([O-])([O-])=O.[K+].[K+] (potassium carbonate). Run at temperature 75 celsius.